This data is from the Open Reaction Database (ORD), a public repository of structured organic reaction records. The task is: describe an organic reaction: reactants, conditions, products, and yield Starting materials: FC=1C=C(C(=O)N2CCC2)C=CC1F (1-(3,4-difluorobenzoyl)azetidine), OC=1C=C(C(=O)NC2=NN(C=C2)C(=O)OC(C)(C)C)C=C(C1)O[C@H](CO[Si](C(C)C)(C(C)C)C(C)C)C (tert-butyl 3-[(3-hydroxy-5-{(1S)-1-methyl-2-[(triisopropylsilyl)oxy]ethoxy}benzoyl)amino]-1H-pyrazole-1-carboxylate). Yields the product N1(CCC1)C(=O)C1=CC(=C(OC=2C=C(C(=O)NC3=NNC=C3)C=C(C2)O[C@H](CO)C)C=C1)F (3-[4-(Azetidin-1-ylcarbonyl)-2-fluorophenoxy]-5-[(1S)-2-hydroxy-1-methylethoxy]-N-1H-pyrazol-3-ylbenzamide). As a reaction SMILES: [F:1][C:2]1[CH:3]=[C:4]([CH:11]=[CH:12][C:13]=1F)[C:5]([N:7]1[CH2:10][CH2:9][CH2:8]1)=[O:6].[OH:15][C:16]1[CH:17]=[C:18]([CH:34]=[C:35]([O:37][C@@H:38]([CH3:51])[CH2:39][O:40][Si](C(C)C)(C(C)C)C(C)C)[CH:36]=1)[C:19]([NH:21][C:22]1[CH:26]=[CH:25][N:24](C(OC(C)(C)C)=O)[N:23]=1)=[O:20]>>[N:7]1([C:5]([C:4]2[CH:11]=[CH:12][C:13]([O:15][C:16]3[CH:17]=[C:18]([CH:34]=[C:35]([O:37][C@@H:38]([CH3:51])[CH2:39][OH:40])[CH:36]=3)[C:19]([NH:21][C:22]3[CH:26]=[CH:25][NH:24][N:23]=3)=[O:20])=[C:2]([F:1])[CH:3]=2)=[O:6])[CH2:10][CH2:9][CH2:8]1. Reported procedure: The synthesis of 1-(3,4-difluorobenzoyl)azetidine is described in Example 8, the synthesis of tert-butyl 3-[(3-hydroxy-5-{(1S)-1-methyl-2-[(triisopropylsilyl)oxy]ethoxy}benzoyl)amino]-1H-pyrazole-1-carboxylate is described below: Starting materials: NC(=S)N (thiourea), CC(CCCC1=CC=CC=C1)(C)NC(CCl)=O (N-(1,1-dimethyl-4-phenylbutyl)-2-chloroacetamide), NC(=S)N (thiourea), C(C)(=O)O (acetic acid). Solvent: C(C)O (ethanol). Conditions: time 8 hour. Product: CC(CCCC1=CC=CC=C1)(C)N (1,1-Dimethyl-4-phenylbutylamine). Isolated yield 83.6%. RXN SMILES: [CH3:1][C:2]([NH:13]C(=O)CCl)([CH3:12])[CH2:3][CH2:4][CH2:5][C:6]1[CH:11]=[CH:10][CH:9]=[CH:8][CH:7]=1.C(O)(=O)C.NC(N)=S>C(O)C>[CH3:12][C:2]([NH2:13])([CH3:1])[CH2:3][CH2:4][CH2:5][C:6]1[CH:11]=[CH:10][CH:9]=[CH:8][CH:7]=1. Procedure: A 1008 g quantity of N-(1,1-dimethyl-4-phenylbutyl)-2-chloroacetamide (3.98 moles) was dissolved in 8.4 L of ethanol and 1080 mL gl. acetic acid in a 22 L 3-necked, round-bottomed flask equipped with stirrer, thermometer and reflux condenser and 370 g (4.86 moles) of thiourea was added. The reaction was heated to reflux to dissolve the thiourea. A white crystalline precipitate began to form after about two hours of reflux. The reflux was continued for additional 8 h. The reaction mixture was all... Reactants: CCN=C=NCCCN(C)C, COC(=O)c1ccc(C)c(OC2CCNCC2)c1, CCN(C(C)C)C(C)C, Cl, Cl, CN(C)C=O, O, On1nnc2ccccc21, O=C(O)CNC(=O)c1cc(-c2ccccc2)[nH]n1. Product: COC(=O)c1ccc(C)c(OC2CCN(C(=O)CNC(=O)c3cc(-c4ccccc4)[nH]n3)CC2)c1. RXN SMILES: [CH3:38][CH2:39][N:40]=[C:41]=[N:42][CH2:43][CH2:44][CH2:45][N:46]([CH3:47])[CH3:48].[CH3:51][O:52][C:53]([c:54]1[cH:55][c:56]([O:61][CH:62]2[CH2:63][CH2:64][NH:65][CH2:66][CH2:67]2)[c:57]([CH3:60])[cH:58][cH:59]1)=[O:68].[CH:1]([N:2]([CH2:3][CH3:4])[CH:5]([CH3:6])[CH3:7])([CH3:8])[CH3:9].[ClH:49].[ClH:50].[O:69]=[CH:70][N:71]([CH3:72])[CH3:73].[OH2:74].[OH:28][n:29]1[c:30]2[c:31]([cH:32][cH:33][cH:34][cH:35]2)[n:36][n:37]1.[c:10]1(-[c:16]2[cH:17][c:18]([C:21](=[O:22])[NH:23][CH2:24][C:25](=[O:26])[OH:27])[n:19][nH:20]2)[cH:11][cH:12][cH:13][cH:14][cH:15]1>>[c:10]1(-[c:16]2[cH:17][c:18]([C:21](=[O:22])[NH:23][CH2:24][C:25](=[O:27])[N:65]3[CH2:64][CH2:63][CH:62]([O:61][c:56]4[cH:55][c:54]([C:53]([O:52][CH3:51])=[O:68])[cH:59][cH:58][c:57]4[CH3:60])[CH2:67][CH2:66]3)[n:19][nH:20]2)[cH:11][cH:12][cH:13][cH:14][cH:15]1. Reactants: [Xe](F)F, C1[C@H]([C@H]2[C@@H]([C@@]1(COC(=O)C)O)OC(O2)(C)C)N1C(c2c(C1=O)cccc2)=O. The reagents and catalysts are c1ccc(cc1)-c2c3ccccc3cc4ccccc24 (9-Phenylanthracene). The solvent is C1CCOC1 (THF). Conditions: temperature 25 celsius, time 18 hour. The product is CC(=O)OC[C@@]1(F)C[C@H]([C@@H]2OC(C)(C)O[C@H]12)N3C(=O)c4ccccc4C3=O. As a reaction SMILES: [CH3:1][C:2]([O:4][CH2:5][C@:6]1([C@H:15]([C@@H:9]2[C@H:8]([N:16]3[C:25](=[O:26])[c:24]([c:19]4[C:17]3=[O:18])[cH:23][cH:22][cH:21][cH:20]4)[CH2:7]1)[O:14][C:11]([CH3:13])([CH3:12])[O:10]2)O)=[O:3].[F:27][Xe]F>>[CH3:1][C:2]([O:4][CH2:5][C@@:6]1([C@H:15]([C@@H:9]2[C@H:8]([N:16]3[C:25](=[O:26])[c:24]([c:19]4[C:17]3=[O:18])[cH:23][cH:22][cH:21][cH:20]4)[CH2:7]1)[O:14][C:11]([CH3:13])([CH3:12])[O:10]2)[F:27])=[O:3].